From a dataset of the Open Reaction Database (ORD), a public repository of structured organic reaction records. describe an organic reaction: reactants, conditions, products, and yield Reactants: FC=1C=C(C=CC1C)[N+](=O)[O-] (3-fluoro-4-methylnitrobenzene), BrBr (bromine), ice water. The reagents and catalysts are [Fe] (iron). Reaction conditions: temperature 100 celsius. The product is BrC=1C=C(C=C(C1C)F)[N+](=O)[O-] (3-Bromo-5-fluoro-4-methylnitrobenzene). The yield is 23.2%. As a reaction SMILES: [F:1][C:2]1[CH:3]=[C:4]([N+:9]([O-:11])=[O:10])[CH:5]=[CH:6][C:7]=1[CH3:8].[Br:12]Br>[Fe]>[Br:12][C:6]1[CH:5]=[C:4]([N+:9]([O-:11])=[O:10])[CH:3]=[C:2]([F:1])[C:7]=1[CH3:8]. Procedure details: To 3-fluoro-4-methylnitrobenzene (4.0 gm, 25.8 mmol) was added bromine (5.2 gm, 32 mmol) and iron powder (100 mg). The mixture was heated under a condenser at 100° C. for 40 hr and then poured into ice water containing enough sodium sulfite to quench the excess bromine. The aqueous layer was extracted twice with ether and the ether layers were washed with brine, dried over sodium sulfate, combined and evaporated. The residue was purified by FC (10-20% ethyl acetate/hexanes) to afford 1.4 gm of t... The reactants are C(C)(=O)OCC (Ethyl acetate), C(C)(=O)O.C(=N)N (Formamidine acetate), C1(CC1)C1=CC(=NN1)NC1=NC(=NC=C1[N+](=O)[O-])N[C@@H](C)C1=NC=C(C=C1)F (N4-(5-cyclopropyl-1H-pyrazol-3-yl)-N2-[(1S)-1-(5-fluoropyridin-2-yl)ethyl]-5-nitropyrimidine-2,4-diamine), C1(CC1)C1=CC(=NN1)NC1=NC(=NC=C1[N+](=O)[O-])N[C@@H](C)C1=NC=C(C=C1)F (N4-(5-cyclopropyl-1H-pyrazol-3-yl)-N2-[(1S)-1-(5-fluoropyridin-2-yl)ethyl]-5-nitropyrimidine-2,4-diamine), C(C)O (ethanol). The reagents and catalysts are [Pd] (Pd—C). Run in [Cl-].[Na+].O (brine). The product is C1(CC1)C1=CC(=NN1)N1C2=NC(=NC=C2N=C1)N[C@@H](C)C1=NC=C(C=C1)F (9-(5-Cyclopropyl-1H-pyrazol-3-yl)-N-[(1S)-1-(5-fluoropyridin-2-yl)ethyl]-9H-purin-2-amine). RXN SMILES: [CH:1]1([C:4]2[NH:8][N:7]=[C:6]([NH:9][C:10]3[C:15]([N+:16]([O-])=O)=[CH:14][N:13]=[C:12]([NH:19][C@H:20]([C:22]4[CH:27]=[CH:26][C:25]([F:28])=[CH:24][N:23]=4)[CH3:21])[N:11]=3)[CH:5]=2)[CH2:3][CH2:2]1.[CH2:29](O)C.C(O)(=O)C.C(N)=N.C(OCC)(=O)C>[Cl-].[Na+].O.[Pd]>[CH:1]1([C:4]2[NH:8][N:7]=[C:6]([N:9]3[CH:29]=[N:16][C:15]4[C:10]3=[N:11][C:12]([NH:19][C@H:20]([C:22]3[CH:27]=[CH:26][C:25]([F:28])=[CH:24][N:23]=3)[CH3:21])=[N:13][CH:14]=4)[CH:5]=2)[CH2:3][CH2:2]1 |f:2.3,5.6.7|. Reported procedure: N4-(5-cyclopropyl-1H-pyrazol-3-yl)-N2-[(1S)-1-(5-fluoropyridin-2-yl)ethyl]-5-nitropyrimidine-2,4-diamine (Intermediate 19, 0.25 g) was dissolved into ethanol (20 mL) with Pd—C (40 mg) and a hydrogen inlet. The mixture was stirred at room temperature until no starting material was detected with TLC or LCMS. Formamidine acetate (0.5 g) was added to the filtrate after the filtration of resulting mixture. The mixture was stirred at 95° C. for 4 hours. Ethyl acetate (40 mL) was added into the resulti... Reactants: [N+](=O)([O-])C1=CC(=[N+](C=C1)[O-])CCC (4-nitro-2-n-propylpyridine-N-oxide), C[O-].[Na+] (sodium methoxide). The solvent is CO (methanol). Conditions: time 3 hour. The product is COC1=CC(=[N+](C=C1)[O-])CCC (4-methoxy-2-n-propylpyridine-N-oxide). Yield: 97.0%. RXN SMILES: [N+]([C:4]1[CH:9]=[CH:8][N+:7]([O-:10])=[C:6]([CH2:11][CH2:12][CH3:13])[CH:5]=1)([O-])=O.[CH3:14][O-:15].[Na+]>CO>[CH3:14][O:15][C:4]1[CH:9]=[CH:8][N+:7]([O-:10])=[C:6]([CH2:11][CH2:12][CH3:13])[CH:5]=1 |f:1.2|. Reported procedure: A solution of 4-nitro-2-n-propylpyridine-N-oxide (146.0 g, 0.8 mol) in 500 ml of anhydrous methanol was stirred and 190 ml of a 4.6 M methanolic sodium methoxide solution was added dropwise. When the addition was complete, the mixture was stirred for three hours. The precipitated sodium nitrite was filtered off and washed with methanol. The filtrate was evaporated and the residue was stirred with 300 ml of dichloromethane. The mixture was filtered and evaporated to afford 129 g (97%) of 4-methox... The reactants are [Al+3], COC(=O)c1ccc(SC)c(C(F)(F)F)c1, [H-], [H-], [H-], [H-], [Li+], [Na+], [Na+], C1CCOC1, O, O, O, O, O, O, O, O, O, O, O=S(=O)([O-])[O-]. Product: CSc1ccc(CO)cc1C(F)(F)F. RXN SMILES: [Al+3:18].[CH3:1][S:2][c:3]1[c:4]([C:13]([F:14])([F:15])[F:16])[cH:5][c:6]([C:7](=[O:8])[O:9][CH3:10])[cH:11][cH:12]1.[H-:17].[H-:20].[H-:21].[H-:22].[Li+:19].[Na+:38].[Na+:39].[O:40]1[CH2:41][CH2:42][CH2:43][CH2:44]1.[OH2:23].[OH2:24].[OH2:25].[OH2:26].[OH2:27].[OH2:28].[OH2:29].[OH2:30].[OH2:31].[OH2:32].[S:33]([O-:34])([O-:35])(=[O:36])=[O:37]>>[CH3:1][S:2][c:3]1[c:4]([C:13]([F:14])([F:15])[F:16])[cH:5][c:6]([CH2:7][OH:8])[cH:11][cH:12]1. Reactants: COC(=O)C=1C(NC(C1)(C)C)(C)C (2,2,5,5-tetramethyl-3-pyrroline-3-carboxylic acid methyl ester). Reagents/catalysts: [Ni] (Raney nickel). Solvent: CO (methanol). Product: COC(=O)C1C(NC(C1)(C)C)(C)C (2,2,5,5-Tetramethylpyrrolidine-3-carboxylic Acid Methyl Ester). As a reaction SMILES: [CH3:1][O:2][C:3]([C:5]1[C:6]([CH3:13])([CH3:12])[NH:7][C:8]([CH3:11])([CH3:10])[CH:9]=1)=[O:4]>CO.[Ni]>[CH3:1][O:2][C:3]([CH:5]1[CH2:9][C:8]([CH3:11])([CH3:10])[NH:7][C:6]1([CH3:13])[CH3:12])=[O:4]. Procedure details: 87.80 g (479 mmol) of 2,2,5,5-tetramethyl-3-pyrroline-3-carboxylic acid methyl ester is dissolved in 1,000 ml of methanol and hydrogenated in the presence of 11 g of Raney nickel at room temperature under an initial pressure of 180 bar. The mixture is removed from the catalyst by suctioning, the solution is treated with activated carbon, concentrated under vacuum, and the residue is distilled with the aid of a water-jet aspirator. The methyl ester of 2,2,5,5-tetramethylpyrrolidine-3-carboxylic a... Starting materials: C(C)(=O)OC(C)=O (Acetic anhydride), NC1=CC(=C(C(=C1)Cl)O)Cl (4-amino-2,6-dichlorophenol). Solvent: O (water). The product is C(C)(=O)NC1=CC(=C(C(=C1)Cl)O)Cl (4-acetamido-2,6-dichlorophenol). RXN SMILES: [C:1](OC(=O)C)(=[O:3])[CH3:2].[NH2:8][C:9]1[CH:14]=[C:13]([Cl:15])[C:12]([OH:16])=[C:11]([Cl:17])[CH:10]=1>O>[C:1]([NH:8][C:9]1[CH:14]=[C:13]([Cl:15])[C:12]([OH:16])=[C:11]([Cl:17])[CH:10]=1)(=[O:3])[CH3:2]. Reported procedure: Acetic anhydride (7.lml) was added to a suspension of 4-amino-2,6-dichlorophenol (5.34 g) in-water (50 ml). The mixture was stirred at reflux for 2 hours. The reaction mixture was cooled to ambient temperature and the crude product was collected by filtration, washed with water and then washed with pentane to give 4-acetamido-2,6-dichlorophenol as a solid (5.6 g), m.p. 151°-152°; NMR ([CD3 ]2SO): 2.0(3H,s), 7.58(2H,s) and 9.92(2H,br s); m/z 220 (M+H).